This data is from the Open Reaction Database (ORD), a public repository of structured organic reaction records. The task is: describe an organic reaction: reactants, conditions, products, and yield The reactants are CCOC(=O)C=Cc1ccc(C(F)(F)F)nc1, C1CCOC1, CCO, Cl, [Na+], [OH-]. The product is O=C(O)C=Cc1ccc(C(F)(F)F)nc1. As a reaction SMILES: [CH2:1]([CH3:2])[O:3][C:4]([CH:5]=[CH:6][c:7]1[cH:8][n:9][c:10]([C:13]([F:14])([F:15])[F:16])[cH:11][cH:12]1)=[O:17].[CH2:21]1[O:22][CH2:23][CH2:24][CH2:25]1.[CH3:26][CH2:27][OH:28].[ClH:20].[Na+:19].[OH-:18]>>[O:3]=[C:4]([CH:5]=[CH:6][c:7]1[cH:8][n:9][c:10]([C:13]([F:14])([F:15])[F:16])[cH:11][cH:12]1)[OH:17]. Reactants: ClC1=NC(=NC=C1C(F)(F)F)NC1=CC=C(CP(OCC)(OCC)=O)C=C1 (diethyl (4-{[4-chloro-5-(trifluoromethyl)pyrimidin-2-yl]amino}benzyl)phosphonate), crude material, NC=1C=CC(=C2C=CN(C(C12)=O)C)Br (8-amino-5-bromo-2-methylisoquinolin-1(2H)-one), NC=1C=CC(=C2C=CN(C(C12)=O)C)Br (8-amino-5-bromo-2-methylisoquinolin-1(2H)-one). Yields the product BrC1=C2C=CN(C(C2=C(C=C1)NC1=NC(=NC=C1C(F)(F)F)NC1=CC=C(CP(OCC)(OCC)=O)C=C1)=O)C (Diethyl [4-({4-[(5-bromo-2-methyl-1-oxo-1,2-dihydroisoquinolin-8-yl)amino]-5-(trifluoromethyl)pyrimidin-2-yl}amino)benzyl]phosphonate). Isolated yield 62.8%. RXN SMILES: Cl[C:2]1[C:7]([C:8]([F:11])([F:10])[F:9])=[CH:6][N:5]=[C:4]([NH:12][C:13]2[CH:27]=[CH:26][C:16]([CH2:17][P:18](=[O:25])([O:22][CH2:23][CH3:24])[O:19][CH2:20][CH3:21])=[CH:15][CH:14]=2)[N:3]=1.[NH2:28][C:29]1[CH:30]=[CH:31][C:32]([Br:41])=[C:33]2[C:38]=1[C:37](=[O:39])[N:36]([CH3:40])[CH:35]=[CH:34]2>>[Br:41][C:32]1[CH:31]=[CH:30][C:29]([NH:28][C:2]2[C:7]([C:8]([F:10])([F:9])[F:11])=[CH:6][N:5]=[C:4]([NH:12][C:13]3[CH:14]=[CH:15][C:16]([CH2:17][P:18](=[O:25])([O:22][CH2:23][CH3:24])[O:19][CH2:20][CH3:21])=[CH:26][CH:27]=3)[N:3]=2)=[C:38]2[C:33]=1[CH:34]=[CH:35][N:36]([CH3:40])[C:37]2=[O:39]. Procedure: The title compound was prepared according to the procedure for Example 102 using diethyl (4-{[4-chloro-5-(trifluoromethyl)pyrimidin-2-yl]amino}benzyl)phosphonate (166.9 mg, 0.3939 mmol) and 8-amino-5-bromo-2-methylisoquinolin-1(2H)-one (Compound 123A, 120 mg, 0.47 mmol). The crude material was adsorbed onto a pre-filled silica gel loading cartridge and purified using an ISCO Combiflash system eluting first with 0-100% EtOAc:CH2Cl2 and then 15% MeOH:EtOAc. The desired fractions were pooled togeth...